This data is from the Open Reaction Database (ORD), a public repository of structured organic reaction records. The task is: describe an organic reaction: reactants, conditions, products, and yield The reactants are C[C@]12CCC3([C@H]([C@@H]1CCC2(C#N)O)CCC4=CC(=O)CC[C@@]43C)O (17β-Cyano-9α,17α-dihydroxyandrost-4-en-3-one), S(O)(O)(=O)=O (sulfuric acid). The solvent is O (Water). Yields the product C(#N)[C@@]1([C@]2(C)[C@@H](CC1)[C@@H]1CCC3=CC(CC[C@]3(C)C1=CC2)=O)O (17β-Cyano-17α-hydroxyandrosta-4,9(11)-dien-3-one). Reaction SMILES: [CH3:1][C@@:2]12[C:10]([OH:13])([C:11]#[N:12])[CH2:9][CH2:8][C@H:7]1[C@@H:6]1[CH2:14][CH2:15][C:16]3[C@@:22]([CH3:23])([C:5]1(O)[CH2:4][CH2:3]2)[CH2:21][CH2:20][C:18](=[O:19])[CH:17]=3.S(=O)(=O)(O)O>O>[C:11]([C@@:10]1([OH:13])[CH2:9][CH2:8][C@H:7]2[C@H:6]3[C:5](=[CH:4][CH2:3][C@:2]12[CH3:1])[C@:22]1([CH3:23])[C:16](=[CH:17][C:18](=[O:19])[CH2:20][CH2:21]1)[CH2:15][CH2:14]3)#[N:12]. Procedure details: 17β-Cyano-9α,17α-dihydroxyandrost-4-en-3-one (I, EXAMPLE 85, 313 mg) is added to sulfuric acid (57%, 5 ml) at 2° and is stirred at 2°-5° for several hr and then overnight at 22°; solids formed. Water (10 ml) is added at 10°, the mixture stirred for 15 min, the solids collected and air dried to give the title compound, NMR (CDCl3 /DMSO-d6 ; 5/1) 5.7, 5.6, 1.4 and 0.9 δ.